Task: describe an organic reaction: reactants, conditions, products, and yield. Dataset: the Open Reaction Database (ORD), a public repository of structured organic reaction records Starting materials: O=CCC1(CC1)CC#N ([1-(2-Oxoethyl)cyclopropyl]acetonitrile), C[Mg]Cl (methyl magnesium chloride). Run in C1CCOC1 (THF). Conditions: temperature 0 celsius, time 2 hour. Product: OC(CC1(CC1)CC#N)C ([1-(2-Hydroxypropyl)cyclopropyl]acetonitrile). The yield is 72.4%. RXN SMILES: [O:1]=[CH:2][CH2:3][C:4]1([CH2:7][C:8]#[N:9])[CH2:6][CH2:5]1.[CH3:10][Mg]Cl>C1COCC1>[OH:1][CH:2]([CH3:10])[CH2:3][C:4]1([CH2:7][C:8]#[N:9])[CH2:6][CH2:5]1. Procedure details: To a -5° C. solution of the aldehyde from Step 2 (3.00 g, 24.4 mmol) in 65 mL of THF was added methyl magnesium chloride (3.0M solution in THF, 9.5 mL, 29 mmol) and the reaction was stirred 2 h at 0° C. The reaction was quenched with 1M HCl and extracted with ethyl acetate. The organic extracts were washed with saturated NaHCO3 and brine and dried over MgSO4. Purification by flash chromatography (30% ethyl acetate/hexanes) provided 2.46 g of the title product. The reactants are CCCCCCCCC(=O)Cl, CC(C)C1COC(=O)N1. Yields the product CCCCCCCCC(=O)N1C(=O)OCC1C(C)C. RXN SMILES: [C:10]([CH2:11][CH2:12][CH2:13][CH2:14][CH2:15][CH2:16][CH2:17][CH3:18])(=[O:19])[Cl:20].[CH:1]([CH3:2])([CH3:3])[CH:4]1[NH:5][C:6](=[O:9])[O:7][CH2:8]1>>[CH:1]([CH3:2])([CH3:3])[CH:4]1[N:5]([C:10]([CH2:11][CH2:12][CH2:13][CH2:14][CH2:15][CH2:16][CH2:17][CH3:18])=[O:19])[C:6](=[O:9])[O:7][CH2:8]1.